Dataset: the Open Reaction Database (ORD), a public repository of structured organic reaction records. Task: describe an organic reaction: reactants, conditions, products, and yield Starting materials: CC(C)(C)[Si](C)(C)Cl, CCCCCC, CN(C)C=O, O=Cc1ccc(OCCO)cc1, c1c[nH]cn1. The product is CC(C)(C)[Si](C)(C)OCCOc1ccc(C=O)cc1. As a reaction SMILES: [C:18]([CH3:19])([CH3:20])([CH3:21])[Si:22]([CH3:23])([CH3:24])[Cl:25].[CH3:26][CH2:27][CH2:28][CH2:29][CH2:30][CH3:31].[O:32]=[CH:33][N:34]([CH3:35])[CH3:36].[OH:1][CH2:2][CH2:3][O:4][c:5]1[cH:6][cH:7][c:8]([CH:9]=[O:10])[cH:11][cH:12]1.[nH:13]1[cH:14][cH:15][n:16][cH:17]1>>[O:1]([CH2:2][CH2:3][O:4][c:5]1[cH:6][cH:7][c:8]([CH:9]=[O:10])[cH:11][cH:12]1)[Si:22]([C:18]([CH3:19])([CH3:20])[CH3:21])([CH3:23])[CH3:24]. Reactants: ClC1=NC(=NC(=N1)Cl)OC (2,4-dichloro-6-methoxy-1,3,5-triazine), C(C)(C)(C)OC(=O)N1CCC(CC1)N (4-amino-piperidine-1-carboxylic acid tert-butyl ester), C(C)N(C(C)C)C(C)C (N-ethyl diisopropylamine). Run in C(C)#N (acetonitrile). Reaction conditions: time 16 hour. The product is C(C)(C)(C)OC(=O)N1CCC(CC1)NC1=NC(=NC(=N1)Cl)OC (4-(4-Chloro-6-methoxy-[1,3,5]triazin-2-ylamino)-piperidine-1-carboxylic acid tert-butyl ester). The yield is 59.6%. As a reaction SMILES: Cl[C:2]1[N:7]=[C:6]([Cl:8])[N:5]=[C:4]([O:9][CH3:10])[N:3]=1.[C:11]([O:15][C:16]([N:18]1[CH2:23][CH2:22][CH:21]([NH2:24])[CH2:20][CH2:19]1)=[O:17])([CH3:14])([CH3:13])[CH3:12].C(N(C(C)C)C(C)C)C>C(#N)C>[C:11]([O:15][C:16]([N:18]1[CH2:23][CH2:22][CH:21]([NH:24][C:2]2[N:7]=[C:6]([Cl:8])[N:5]=[C:4]([O:9][CH3:10])[N:3]=2)[CH2:20][CH2:19]1)=[O:17])([CH3:14])([CH3:12])[CH3:13]. Procedure: To a stirred solution of 2,4-dichloro-6-methoxy-1,3,5-triazine (10.0 g, 55.6 mmol, 1.0 equiv) and 4-amino-piperidine-1-carboxylic acid tert-butyl ester (11.4 g, 55.6 mmol, 1.0 equiv) in acetonitrile (300 mL) was added drop by drop N-ethyl diisopropylamine (48.5 mL, 36.6 g, 278 mmol, 5.0 equiv) keeping the temperature below 25° C. After stirring the reaction mixture at rt for 16 h, the heterogeneous mixture was poured onto ice water and extracted three times with ethyl acetate. The combined organ...